Dataset: the Open Reaction Database (ORD), a public repository of structured organic reaction records. Task: describe an organic reaction: reactants, conditions, products, and yield The reactants are FC1=CC=C(CN2C=CC3=CC(=CC=C23)C2=CC=C(C=C2)OC(F)(F)F)C=C1 (1-(4-fluorobenzyl)-5-[4-(trifluoromethoxy)phenyl]-1H-indole), C(C(=O)Cl)(=O)Cl (oxalyl chloride), O (H2O). The product is FC1=CC=C(CN2C=C(C3=CC(=CC=C23)C2=CC=C(C=C2)OC(F)(F)F)C(C(=O)O)=O)C=C1 ({1-(4-Fluorobenzyl)-5-[4-(trifluoromethoxy)phenyl]-1H-indol-3-yl}(oxo)acetic acid). Reaction SMILES: [F:1][C:2]1[CH:28]=[CH:27][C:5]([CH2:6][N:7]2[C:15]3[C:10](=[CH:11][C:12]([C:16]4[CH:21]=[CH:20][C:19]([O:22][C:23]([F:26])([F:25])[F:24])=[CH:18][CH:17]=4)=[CH:13][CH:14]=3)[CH:9]=[CH:8]2)=[CH:4][CH:3]=1.[C:29](Cl)(=[O:33])[C:30](Cl)=[O:31].[OH2:35]>>[F:1][C:2]1[CH:3]=[CH:4][C:5]([CH2:6][N:7]2[C:15]3[C:10](=[CH:11][C:12]([C:16]4[CH:17]=[CH:18][C:19]([O:22][C:23]([F:26])([F:24])[F:25])=[CH:20][CH:21]=4)=[CH:13][CH:14]=3)[C:9]([C:29](=[O:33])[C:30]([OH:35])=[O:31])=[CH:8]2)=[CH:27][CH:28]=1. Reported procedure: The title compound was prepared from 1-(4-fluorobenzyl)-5-[4-(trifluoromethoxy)phenyl]-1H-indole and oxalyl chloride in substantially the same manner, as described in Step 3 of Example 25. The product was obtained as a white solid; mp: 158-159° C. Mass spectrum (ESI, [M+H]+) m/z 458. 1HNMR (400 MHz, DMSO-d6): δ 14.00 (br s, 1H), 8.74 (s, 1H), 8.43 (s, 1H), 7.77 (d, 2H, J=6.7 Hz), 7.70 (d, 1H, J=8.6 Hz), 7.59 (dd, 1H, J=8.7 Hz and 1.7 Hz), 7.45 (d, 2H, J=8.1 Hz), 7.40 (d, 1H, J=8.7 Hz), 7.39 (d, ... Starting materials: C(#N)C=1C=C(N)C=CC1 (3-cyanoaniline), [N-]=[N+]=[N-].[Na+] (NaN3), Cl (HCl), N(=O)[O-].[Na+] (NaNO2). The solvent is CCOCC (ether), O (water), O (water), CCCCCC (hexane), O (water). The product is C(#N)C=1C=C(C=CC1)N=[N+]=[N-] (3-cyanophenylazide). As a reaction SMILES: [C:1]([C:3]1[CH:4]=[C:5]([CH:7]=[CH:8][CH:9]=1)[NH2:6])#[N:2].Cl.N([O-])=O.[Na+].[N-:15]=[N+:16]=[N-].[Na+]>CCOCC.O.CCCCCC>[C:1]([C:3]1[CH:4]=[C:5]([N:6]=[N+:15]=[N-:16])[CH:7]=[CH:8][CH:9]=1)#[N:2] |f:2.3,4.5|. Procedure details: A suspension of 9.44g. (0.08 mole) of 3-cyanoaniline in 50 ml. of water at 0° C. was treated with 20 ml. of concentrated HCl, with slow addition, maintaining the reaction mixture temperature at or below 5° C. There was then added a solution of 6.07g. (0.088 mole) of NaNO2 in 20 ml. of water, and the reaction mixture was aged for 1/2 hour at 0°-5° C. Then to the clear reaction mixture solution was added 75 ml. of hexane, followed by a solution of 5.72g. (0.088 mole) of NaN3 in 20 ml. of water, wh... Reactants: FC(C(=O)O)(F)F.C(C)(C)(C)OC(N[C@H]1CN(CC1)C1=NC(=C2N=CN(C2=N1)[C@H]1[C@@H]([C@@H]([C@H](C1)NC(CC)=O)O)O)NCC(C1=CC=CC=C1)C1=CC=CC=C1)=O ({(R)-1-[9-((1R,2S,3R,4S)-2,3-Dihydroxy-4-propionylamino-cyclopentyl)-6-(2,2-diphenyl-ethylamino)-9H-purin-2-yl]-pyrrolidin-3-yl}-carbamic acid tert-butyl ester trifluoroacetate), COC(N[C@@H]1[C@H]([C@H]([C@@H](C1)N1C2=NC(=NC(=C2N=C1)NCC(C1=CC=CC=C1)C1=CC=CC=C1)Cl)O)O)=O ({(1S,2R,3S,4R)-4-[2-chloro-6-(2,2-diphenyl-ethylamino)-purin-9-yl]-2,3-dihydroxy-cyclopentyl}-carbamic acid methyl ester), 1,3-di(R)-pyrrolidin-3-yl-urea, ClC1=NC(=C2N=CN(C2=N1)[C@H]1[C@@H]([C@@H]([C@H](C1)NC(CC)=O)O)O)NCC(C1=CC=CC=C1)C1=CC=CC=C1 (N-{(1S,2R,3S,4R)-4-[2-chloro-6-(2,2-diphenyl-ethylamino)-purin-9-yl]-2,3-dihydroxy-cyclopentyl}-propionamide), COC(N[C@@H]1[C@H]([C@H]([C@@H](C1)N1C2=NC(=NC(=C2N=C1)NCC(C1=CC=CC=C1)C1=CC=CC=C1)Cl)O)O)=O ({(1S,2R,3S,4R)-4-[2-chloro-6-(2,2-diphenyl-ethylamino)-purin-9-yl]-2,3-dihydroxy-cyclopentyl}-carbamic acid methyl ester), Intermediate B. The product is COC(N[C@@H]1[C@H]([C@H]([C@@H](C1)N1C2=NC(=NC(=C2N=C1)NCC(C1=CC=CC=C1)C1=CC=CC=C1)N1C[C@@H](CC1)NC(=O)N[C@H]1CNCC1)O)O)=O (((1S,2R,3S,4R)-4-{6-(2,2-Diphenyl-ethylamino)-2-[(R)-3-((R)-3-pyrrolidin-3-ylureido)-pyrrolidin-1-yl]-purin-9-yl}-2,3-dihydroxy-cyclopentyl)-carbamic acid methyl ester). As a reaction SMILES: FC(F)(F)[C:3]([OH:5])=O.C(O[C:13](=[O:56])[NH:14][C@@H:15]1[CH2:19][CH2:18][N:17]([C:20]2[N:28]=[C:27]3[C:23]([N:24]=[CH:25][N:26]3[C@@H:29]3[CH2:33][C@H:32]([NH:34][C:35](=[O:38])CC)[C@@H:31]([OH:39])[C@H:30]3[OH:40])=[C:22]([NH:41][CH2:42][CH:43]([C:50]3[CH:55]=[CH:54][CH:53]=[CH:52][CH:51]=3)[C:44]3[CH:49]=[CH:48][CH:47]=[CH:46][CH:45]=3)[N:21]=2)[CH2:16]1)(C)(C)C.ClC1N=C2C(N=C[N:64]2[C@@H:67]2[CH2:71][C@H:70]([NH:72]C(=O)CC)[C@@H:69](O)[C@H]2O)=C(NCC(C2C=CC=CC=2)C2C=CC=CC=2)N=1.COC(=O)N[C@H]1C[C@@H](N2C=NC3C2=NC(Cl)=NC=3NCC(C2C=CC=CC=2)C2C=CC=CC=2)[C@H](O)[C@@H]1O>>[CH3:3][O:5][C:35](=[O:38])[NH:34][C@H:32]1[CH2:33][C@@H:29]([N:26]2[CH:25]=[N:24][C:23]3[C:27]2=[N:28][C:20]([N:17]2[CH2:18][CH2:19][C@@H:15]([NH:14][C:13]([NH:72][C@@H:70]4[CH2:71][CH2:67][NH:64][CH2:69]4)=[O:56])[CH2:16]2)=[N:21][C:22]=3[NH:41][CH2:42][CH:43]([C:44]2[CH:49]=[CH:48][CH:47]=[CH:46][CH:45]=2)[C:50]2[CH:51]=[CH:52][CH:53]=[CH:54][CH:55]=2)[C@H:30]([OH:40])[C@@H:31]1[OH:39] |f:0.1|. Procedure details: This compound is prepared analogously to {(R)-1-[9-((1R,2S,3R,4S)-2,3-Dihydroxy-4-propionylamino-cyclopentyl)-6-(2,2-diphenyl-ethylamino)-9H-purin-2-yl]-pyrrolidin-3-yl}-carbamic acid tert-butyl ester trifluoroacetate (Example 18 step 1) by replacing N-{(1S,2R,3S,4R)-4-[2-chloro-6-(2,2-diphenyl-ethylamino)-purin-9-yl]-2,3-dihydroxy-cyclopentyl}-propionamide (Intermediate J) with {(1S,2R,3S,4R)-4-[2-chloro-6-(2,2-diphenyl-ethylamino)-purin-9-yl]-2,3-dihydroxy-cyclopentyl}-carbamic acid methyl est... Starting materials: C=1C=CC(=CC1)OC=2C(=CC(=CC2S(=O)(=O)N)C(=O)O)N3CCCC3 (piretanide), C(CCl)Cl (EDC), C=1C=CC2=C(C1)N=NN2O (HOBt), C(C1=CC=CC=C1)NCC1=CC=CC=C1 (dibenzylamine). The solvent is CN(C)C=O (DMF). Yields the product C(C1=CC=CC=C1)N(C(C1=CC(=C(C(=C1)N1CCCC1)OC1=CC=CC=C1)S(=O)(=O)N)=O)CC1=CC=CC=C1 (N,N-dibenzyl 3-aminosulfonyl-4-phenoxy-5-(1-pyrrolidinyl) benzamide). As a reaction SMILES: [CH:1]1[CH:2]=[CH:3][C:4]([O:7][C:8]2[C:9]([N:21]3[CH2:25][CH2:24][CH2:23][CH2:22]3)=[CH:10][C:11]([C:18]([OH:20])=O)=[CH:12][C:13]=2[S:14]([NH2:17])(=[O:16])=[O:15])=[CH:5][CH:6]=1.C(Cl)CCl.C1C=CC2N(O)N=NC=2C=1.[CH2:40]([NH:47][CH2:48][C:49]1[CH:54]=[CH:53][CH:52]=[CH:51][CH:50]=1)[C:41]1[CH:46]=[CH:45][CH:44]=[CH:43][CH:42]=1>CN(C=O)C>[CH2:48]([N:47]([CH2:40][C:41]1[CH:46]=[CH:45][CH:44]=[CH:43][CH:42]=1)[C:18](=[O:20])[C:11]1[CH:10]=[C:9]([N:21]2[CH2:25][CH2:24][CH2:23][CH2:22]2)[C:8]([O:7][C:4]2[CH:3]=[CH:2][CH:1]=[CH:6][CH:5]=2)=[C:13]([S:14]([NH2:17])(=[O:16])=[O:15])[CH:12]=1)[C:49]1[CH:54]=[CH:53][CH:52]=[CH:51][CH:50]=1. Procedure: In a similar manner to Example 8, piretanide can be reacted with EDC, HOBt and dibenzylamine in DMF to yield N,N-dibenzyl 3-aminosulfonyl-4-phenoxy-5-(1-pyrrolidinyl) benzamide. Reactants: BrC=1C=NC=CC1OC1=CC(=C(C=C1F)NC(=O)C=1C(N(C=CC1)C1=CC=C(C=C1)F)=O)F (N-(4-(3-Bromopyridin-4-yloxy)-2,5-difluorophenyl)-1-(4-fluorophenyl)-2-oxo-1,2-dihydropyridine-3-carboxamide), C(=O)(O)[O-].[Na+] (NaHCO3), CC1(OB(OC1(C)C)C=1C=NN(C1)CC#N)C (2-(4-(4,4,5,5-tetramethyl-1,3,2-dioxaborolan-2-yl)-1H-pyrazol-1-yl)acetonitrile), C([O-])([O-])=O.[K+].[K+] (potassium carbonate). Reagents/catalysts: C=1C=CC(=CC1)[P](C=2C=CC=CC2)(C=3C=CC=CC3)[Pd]([P](C=4C=CC=CC4)(C=5C=CC=CC5)C=6C=CC=CC6)([P](C=7C=CC=CC7)(C=8C=CC=CC8)C=9C=CC=CC9)[P](C=1C=CC=CC1)(C=1C=CC=CC1)C=1C=CC=CC1 (tetrakis(triphenylphosphine)palladium(0)). Run in O1CCOCC1 (dioxane), O (water). Conditions: temperature 85 celsius. Product: C(#N)CN1N=CC(=C1)C=1C=NC=CC1OC1=CC(=C(C=C1F)NC(=O)C=1C(N(C=CC1)C1=CC=C(C=C1)F)=O)F (N-(4-(3-(1-(cyanomethyl)-1H-pyrazol-4-yl)pyridin-4-yloxy)-2,5-difluorophenyl)-1-(4-Fluorophenyl)-2-oxo-1,2-dihydropyridine-3-carboxamide). Isolated yield 23.9%. As a reaction SMILES: Br[C:2]1[CH:3]=[N:4][CH:5]=[CH:6][C:7]=1[O:8][C:9]1[C:14]([F:15])=[CH:13][C:12]([NH:16][C:17]([C:19]2[C:20](=[O:32])[N:21]([C:25]3[CH:30]=[CH:29][C:28]([F:31])=[CH:27][CH:26]=3)[CH:22]=[CH:23][CH:24]=2)=[O:18])=[C:11]([F:33])[CH:10]=1.CC1(C)C(C)(C)OB([C:42]2[CH:43]=[N:44][N:45]([CH2:47][C:48]#[N:49])[CH:46]=2)O1.C(=O)([O-])[O-].[K+].[K+].C([O-])(O)=O.[Na+]>O1CCOCC1.O.C1C=CC([P]([Pd]([P](C2C=CC=CC=2)(C2C=CC=CC=2)C2C=CC=CC=2)([P](C2C=CC=CC=2)(C2C=CC=CC=2)C2C=CC=CC=2)[P](C2C=CC=CC=2)(C2C=CC=CC=2)C2C=CC=CC=2)(C2C=CC=CC=2)C2C=CC=CC=2)=CC=1>[C:48]([CH2:47][N:45]1[CH:46]=[C:42]([C:2]2[CH:3]=[N:4][CH:5]=[CH:6][C:7]=2[O:8][C:9]2[C:14]([F:15])=[CH:13][C:12]([NH:16][C:17]([C:19]3[C:20](=[O:32])[N:21]([C:25]4[CH:30]=[CH:29][C:28]([F:31])=[CH:27][CH:26]=4)[CH:22]=[CH:23][CH:24]=3)=[O:18])=[C:11]([F:33])[CH:10]=2)[CH:43]=[N:44]1)#[N:49] |f:2.3.4,5.6,^1:72,74,93,112|. Reported procedure: N-(4-(3-Bromopyridin-4-yloxy)-2,5-difluorophenyl)-1-(4-fluorophenyl)-2-oxo-1,2-dihydropyridine-3-carboxamide (0.119 g, 0.231 mmol) was combined with 2-(4-(4,4,5,5-tetramethyl-1,3,2-dioxaborolan-2-yl)-1H-pyrazol-1-yl)acetonitrile (0.054 g, 0.231 mmol) and potassium carbonate (0.096 g, 0.692 mmol) in dioxane (4 mL) and water (0.667 mL), sparged with argon for several minutes, treated with tetrakis(triphenylphosphine)palladium(0) (0.013 g, 0.012 mmol) and heated to 85° C. overnight. The mixture was... Starting materials: O=[N+]([O-])c1cnc(O)c(Br)c1, O, O=P(Cl)(Cl)Cl, c1ccc2ncccc2c1. Yields the product O=[N+]([O-])c1cnc(Cl)c(Br)c1. As a reaction SMILES: [Br:1][c:2]1[c:3]([OH:11])[n:4][cH:5][c:6]([N+:8](=[O:9])[O-:10])[cH:7]1.[OH2:27].[P:22]([Cl:23])([Cl:24])([Cl:25])=[O:26].[cH:12]1[cH:13][c:14]2[c:15]([n:16][cH:17][cH:18][cH:19]2)[cH:20][cH:21]1>>[Br:1][c:2]1[c:3]([Cl:24])[n:4][cH:5][c:6]([N+:8](=[O:9])[O-:10])[cH:7]1.